This data is from the Open Reaction Database (ORD), a public repository of structured organic reaction records. The task is: describe an organic reaction: reactants, conditions, products, and yield Product: Cc1ncc(C=CC(O)CCCCCNC(=O)OC(C)(C)C)cn1. Reaction SMILES: [BH4-:25].[C:1]([CH3:2])([CH3:3])([CH3:4])[O:5][C:6]([NH:7][CH2:8][CH2:9][CH2:10][CH2:11][CH2:12][C:13]([CH:14]=[CH:15][c:16]1[cH:17][n:18][c:19]([CH3:22])[n:20][cH:21]1)=[O:23])=[O:24].[CH2:27]1[O:28][CH2:29][CH2:30][CH2:31]1.[CH3:32][OH:33].[Na+:26]>>[C:1]([CH3:2])([CH3:3])([CH3:4])[O:5][C:6]([NH:7][CH2:8][CH2:9][CH2:10][CH2:11][CH2:12][CH:13]([CH:14]=[CH:15][c:16]1[cH:17][n:18][c:19]([CH3:22])[n:20][cH:21]1)[OH:23])=[O:24]. Starting materials: [BH4-], Cc1ncc(C=CC(=O)CCCCCNC(=O)OC(C)(C)C)cn1, C1CCOC1, CO, [Na+]. Starting materials: C1(=CC=CC=C1)[Li] (phenyllithium), N1CCC2=CC=CC(=C12)C(=O)O (indoline-7-carboxylic acid), [Li] (lithium), C1(=CC=CC=C1)[Li] (phenyllithium), BrC1=CC=CC=C1 (bromobenzene). Run in CCOCC (ether), CCOCC (ether). The product is C(C1=CC=CC=C1)(=O)C=1C=CC=C2CCNC12 (7-Benzoylindoline). As a reaction SMILES: [NH:1]1[C:9]2[C:4](=[CH:5][CH:6]=[CH:7][C:8]=2[C:10]([OH:12])=O)[CH2:3][CH2:2]1.[C:13]1([Li])[CH:18]=[CH:17][CH:16]=[CH:15][CH:14]=1.BrC1C=CC=CC=1.[Li]>CCOCC>[C:10]([C:8]1[CH:7]=[CH:6][CH:5]=[C:4]2[C:9]=1[NH:1][CH2:2][CH2:3]2)(=[O:12])[C:13]1[CH:18]=[CH:17][CH:16]=[CH:15][CH:14]=1 |^1:26|. Procedure: A stirred mixture of 0.165 mole (25 g.) of indoline-7-carboxylic acid and 800 ml. of dry ether was treated dropwise with 0.435 mole of phenyllithium which was prepared from 157 g. (0.435 mole) of bromobenzene, 6.94 g. (0.87 mole) of lithium wire and 500 ml. of dry ether. After addition of the phenyllithium, the reaction mixture was refluxed for three hours and then poured onto ice. After warming to room temperature, the mixture was filtered and the ether layer was separated from the aqueous laye... Starting materials: COC(=O)Cc1ccc(NC(=O)Nc2ccccc2Br)c(Br)c1, C1CCOC1, [Na+], [OH-]. Yields the product O=C(O)Cc1ccc(NC(=O)Nc2ccccc2Br)c(Br)c1. As a reaction SMILES: [Br:1][c:2]1[cH:3][c:4]([CH2:19][C:20](=[O:21])[O:22][CH3:23])[cH:5][cH:6][c:7]1[NH:8][C:9](=[O:10])[NH:11][c:12]1[c:13]([Br:18])[cH:14][cH:15][cH:16][cH:17]1.[CH2:26]1[O:27][CH2:28][CH2:29][CH2:30]1.[Na+:25].[OH-:24]>>[Br:1][c:2]1[cH:3][c:4]([CH2:19][C:20](=[O:21])[OH:22])[cH:5][cH:6][c:7]1[NH:8][C:9](=[O:10])[NH:11][c:12]1[c:13]([Br:18])[cH:14][cH:15][cH:16][cH:17]1.